From a dataset of the Open Reaction Database (ORD), a public repository of structured organic reaction records. describe an organic reaction: reactants, conditions, products, and yield Starting materials: Cc1oc(-c2ccccc2)nc1COc1ccc(COc2ccc3ccccc3c2C=O)cc1, CCOC(=O)CP(=O)(OCC)OCC, CN(C)C=O, [H-], [Na+], O. Yields the product CCOC(=O)C=Cc1c(OCc2ccc(OCc3nc(-c4ccccc4)oc3C)cc2)ccc2ccccc12. Reaction SMILES: [CH3:1][c:2]1[c:3]([CH2:13][O:14][c:15]2[cH:16][cH:17][c:18]([CH2:19][O:20][c:21]3[c:22]([CH:31]=[O:32])[c:23]4[cH:24][cH:25][cH:26][cH:27][c:28]4[cH:29][cH:30]3)[cH:33][cH:34]2)[n:4][c:5](-[c:7]2[cH:8][cH:9][cH:10][cH:11][cH:12]2)[o:6]1.[CH3:35][CH2:36][O:37][C:38](=[O:39])[CH2:40][P:41]([O:42][CH2:43][CH3:44])([O:45][CH2:46][CH3:47])=[O:48].[CH3:49][N:50]([CH3:51])[CH:52]=[O:53].[H-:54].[Na+:55].[OH2:56]>>[CH3:1][c:2]1[c:3]([CH2:13][O:14][c:15]2[cH:16][cH:17][c:18]([CH2:19][O:20][c:21]3[c:22]([CH:31]=[CH:40][C:38]([O:37][CH2:36][CH3:35])=[O:39])[c:23]4[cH:24][cH:25][cH:26][cH:27][c:28]4[cH:29][cH:30]3)[cH:33][cH:34]2)[n:4][c:5](-[c:7]2[cH:8][cH:9][cH:10][cH:11][cH:12]2)[o:6]1. Reactants: CC(C)(C)N=C(N(C)C)N(C)C (N″-(1,1-dimethylethyl)-N,N,N′,N′-tetramethylguanidine), CC1=NOC(=C1COC1=CC=C(C=C1)S(=O)(=O)NC=1N=NC(=CC1)OC)C (4-{[(3,5-dimethyl-4-isoxazolyl)methyl]oxy}-N-[6-(methyloxy)-3-pyridazinyl]benzenesulfonamide), BrCC(C)C (1-bromo-2-methylpropane). The solvent is CO (methanol), C(C)#N (acetonitrile). Reaction conditions: temperature 20 celsius, time 1 hour. Yields the product CC1=NOC(=C1COC1=CC=C(C=C1)S(=O)(=O)N(C=1N=NC(=CC1)OC)CC(C)C)C (4-((3,5-dimethylisoxazol-4-yl)-methoxy)-N-isobutyl-N-(6-methoxypyridazin-3-yl)benzenesulfonamide). Isolated yield 5.5%. Reaction SMILES: [CH3:1][C:2]1[C:6]([CH2:7][O:8][C:9]2[CH:14]=[CH:13][C:12]([S:15]([NH:18][C:19]3[N:20]=[N:21][C:22]([O:25][CH3:26])=[CH:23][CH:24]=3)(=[O:17])=[O:16])=[CH:11][CH:10]=2)=[C:5]([CH3:27])[O:4][N:3]=1.[CH3:28][C:29](N=C(N(C)C)N(C)C)([CH3:31])[CH3:30].BrCC(C)C>C(#N)C.CO>[CH3:1][C:2]1[C:6]([CH2:7][O:8][C:9]2[CH:10]=[CH:11][C:12]([S:15]([N:18]([CH2:28][CH:29]([CH3:31])[CH3:30])[C:19]3[N:20]=[N:21][C:22]([O:25][CH3:26])=[CH:23][CH:24]=3)(=[O:17])=[O:16])=[CH:13][CH:14]=2)=[C:5]([CH3:27])[O:4][N:3]=1. Procedure: To a solution of 4-{[(3,5-dimethyl-4-isoxazolyl)methyl]oxy}-N-[6-(methyloxy)-3-pyridazinyl]benzenesulfonamide (16 mg, 0.041 mmol) in acetonitrile (1 mL) stirred at room temperature was added N″-(1,1-dimethylethyl)-N,N,N′,N′-tetramethylguanidine (7.02 mg, 0.041 mmol). The reaction mixture was stirred at 20° C. for 1 hour, then 1-bromo-2-methylpropane (8.91 μL, 0.082 mmol) was added. The reaction was heated by microwaves to 150° C. for 15 minutes. After cooling, the reaction mixture was diluted wi... Reactants: CCOC(C)=O, C(=NC1CCCCC1)=NC1CCCCC1, Oc1c(F)c(F)c(F)c(F)c1F, CN(CC(=O)O)C(=O)OCc1ccccc1. Product: CN(CC(=O)Oc1c(F)c(F)c(F)c(F)c1F)C(=O)OCc1ccccc1. RXN SMILES: [CH3:44][CH2:45][O:46][C:47](=[O:48])[CH3:49].[CH:29]1([N:30]=[C:31]=[N:32][CH:33]2[CH2:34][CH2:35][CH2:36][CH2:37][CH2:38]2)[CH2:39][CH2:40][CH2:41][CH2:42][CH2:43]1.[F:17][c:18]1[c:19]([F:28])[c:20]([F:27])[c:21]([F:26])[c:22]([F:25])[c:23]1[OH:24].[c:1]1([CH2:7][O:8][C:9](=[O:10])[N:11]([CH3:12])[CH2:13][C:14](=[O:15])[OH:16])[cH:2][cH:3][cH:4][cH:5][cH:6]1>>[c:1]1([CH2:7][O:8][C:9](=[O:10])[N:11]([CH3:12])[CH2:13][C:14]([O:15][c:23]2[c:18]([F:17])[c:19]([F:28])[c:20]([F:27])[c:21]([F:26])[c:22]2[F:25])=[O:16])[cH:2][cH:3][cH:4][cH:5][cH:6]1. Reactants: Brc1cscn1, CC(c1ccc(B2OC(C)(C)C(C)(C)O2)cc1)N1CCC(CC(C)(C)O)(c2ccccc2)OC1=O. Product: CC(c1ccc(-c2cscn2)cc1)N1CCC(CC(C)(C)O)(c2ccccc2)OC1=O. RXN SMILES: [Br:36][c:37]1[n:38][cH:39][s:40][cH:41]1.[OH:1][C:2]([CH2:3][C:4]1([c:28]2[cH:29][cH:30][cH:31][cH:32][cH:33]2)[CH2:5][CH2:6][N:7]([CH:11]([CH3:12])[c:13]2[cH:14][cH:15][c:16]([B:19]3[O:20][C:21]([CH3:22])([CH3:23])[C:24]([CH3:25])([CH3:26])[O:27]3)[cH:17][cH:18]2)[C:8](=[O:10])[O:9]1)([CH3:34])[CH3:35]>>[OH:1][C:2]([CH2:3][C:4]1([c:28]2[cH:29][cH:30][cH:31][cH:32][cH:33]2)[CH2:5][CH2:6][N:7]([CH:11]([CH3:12])[c:13]2[cH:14][cH:15][c:16](-[c:37]3[n:38][cH:39][s:40][cH:41]3)[cH:17][cH:18]2)[C:8](=[O:10])[O:9]1)([CH3:34])[CH3:35]. Starting materials: N[C@]1(C[C@@H](CC1)C1=CC=C(C=C1)OC)CO ([(1R,3R)-1-amino-3-(4-methoxy-phenyl)-cyclopentyl]-methanol), C(=O)([O-])[O-].[K+].[K+] (K2CO3). Solvent: C(OCC)(OCC)=O (diethyl carbonate). Product: COC1=CC=C(C=C1)[C@H]1C[C@@]2(COC(N2)=O)CC1 ((5R,7R)-7-(4-methoxy-phenyl)-3-oxa-1-aza-spiro[4.4]nonan-2-one). Isolated yield 79.9%. RXN SMILES: [NH2:1][C@:2]1([CH2:15][OH:16])[CH2:6][CH2:5][C@@H:4]([C:7]2[CH:12]=[CH:11][C:10]([O:13][CH3:14])=[CH:9][CH:8]=2)[CH2:3]1.[C:17]([O-])([O-])=[O:18].[K+].[K+]>C(=O)(OCC)OCC>[CH3:14][O:13][C:10]1[CH:11]=[CH:12][C:7]([C@@H:4]2[CH2:5][CH2:6][C@@:2]3([NH:1][C:17](=[O:18])[O:16][CH2:15]3)[CH2:3]2)=[CH:8][CH:9]=1 |f:1.2.3|. Reported procedure: To a suspension of [(1R,3R)-1-amino-3-(4-methoxy-phenyl)-cyclopentyl]-methanol (6.70 g, 30.3 mmol) in diethyl carbonate was added K2CO3 (4.83 g, 35.0 mmol) and the mixture was heated at reflux for about 20 hours. The reaction was concentrated, taken up in EtOAc (150 mL), washed with water (75 mL), dried over Na2SO4, filtered and concentrated. The crude product was further purified via flash chromatography with a gradient of from 40% to 80% EtOAc in heptane. Pure fractions were combined and conce... Starting materials: monohydrate, CSC(C(C)C)=NC1=C(C=CC=C1)F (N-(2-Fluorophenyl)-2-methylthiopropionimidate methyl ester), C1(=CC=C(C=C1)C(=O)NN)C1=CC=CC=C1 (biphenyl-4-carboxylic acid hydrazide), C1(=CC=C(C=C1)S(=O)(=O)O)C (p-toluenesulfonic acid). Solvent: CN(C=O)C (N,N-dimethylformamide). Product: C1(=CC=C(C=C1)C1=NN=C(N1C1=C(C=CC=C1)F)C(C)C)C1=CC=CC=C1 (3-biphenyl-4-yl-4-(2-fluorophenyl)-5-isopropyl-4H-1,2,4-triazole). Yield: 67.6%. As a reaction SMILES: CS[C:3](=[N:7][C:8]1[CH:13]=[CH:12][CH:11]=[CH:10][C:9]=1[F:14])[CH:4]([CH3:6])[CH3:5].[C:15]1([C:25]2[CH:30]=[CH:29][CH:28]=[CH:27][CH:26]=2)[CH:20]=[CH:19][C:18]([C:21]([NH:23][NH2:24])=O)=[CH:17][CH:16]=1.C1(C)C=CC(S(O)(=O)=O)=CC=1>CN(C)C=O>[C:15]1([C:25]2[CH:30]=[CH:29][CH:28]=[CH:27][CH:26]=2)[CH:20]=[CH:19][C:18]([C:21]2[N:7]([C:8]3[CH:13]=[CH:12][CH:11]=[CH:10][C:9]=3[F:14])[C:3]([CH:4]([CH3:6])[CH3:5])=[N:24][N:23]=2)=[CH:17][CH:16]=1. Procedure: N-(2-Fluorophenyl)-2-methylthiopropionimidate methyl ester (7.84 g) prepared in the Reference Example 1 and biphenyl-4-carboxylic acid hydrazide (5.25 g) were dissolved in N,N-dimethylformamide (50 ml), followed by addition of p-toluenesulfonic acid.monohydrate (941 mg), and stirred at 120° C. for 59 hours. After the reaction solution was cooled to ambient temperature, the resulting solution was concentrated under reduced pressure. The resulting residue was purified by silica gel column chromato... Reactants: BrC1=C(C=C(C(=O)OC)C=C1)F (methyl 4-bromo-3-fluorobenzoate), C1(CC1)B(O)O (cyclopropylboronic acid). The product is C1(CC1)C1=C(C=C(C(=O)OC)C=C1)F (methyl 4-cyclopropyl-3-fluorobenzoate). Procedure: The title compound was prepared from methyl 4-bromo-3-fluorobenzoate and cyclopropylboronic acid according to the procedure for the preparation of EXAMPLE 152, part A. 1H NMR (400 MHz, CDCl3): δ 0.77-0.81 (2H, m), 1.04-1.09 (2H, m), 2.12-2.16 (1H, m), 3.89 (3H, s), 6.88-6.92 (1H, m), 7.63-7.66 (1H, m), 7.69-7.72 (1H, m). As a reaction SMILES: Br[C:2]1[CH:11]=[CH:10][C:5]([C:6]([O:8][CH3:9])=[O:7])=[CH:4][C:3]=1[F:12].[CH:13]1(B(O)O)[CH2:15][CH2:14]1>>[CH:13]1([C:2]2[CH:11]=[CH:10][C:5]([C:6]([O:8][CH3:9])=[O:7])=[CH:4][C:3]=2[F:12])[CH2:15][CH2:14]1.